describe an organic reaction: reactants, conditions, products, and yield From a dataset of the Open Reaction Database (ORD), a public repository of structured organic reaction records. Starting materials: ClC=1C=C(C=CC1Cl)SCCOC=1C=CC2=C(C(OC(N2)=O)(C)C)C1 (6-[2-(3,4-dichlorophenylmercapto)-ethoxy]-4,4-dimethyl-4H-3,1-benzoxazin-2-one), OO (hydrogen peroxide). Yields the product ClC=1C=C(C=CC1Cl)S(=O)CCOC=1C=CC2=C(C(OC(N2)=O)(C)C)C1 (6-[2-(3,4-Dichloro-phenylsulfinyl)-ethoxy]-4,4-dimethyl-4H-3,1-benzoxazin-2-one). As a reaction SMILES: [Cl:1][C:2]1[CH:3]=[C:4]([S:9][CH2:10][CH2:11][O:12][C:13]2[CH:14]=[CH:15][C:16]3[NH:21][C:20](=[O:22])[O:19][C:18]([CH3:24])([CH3:23])[C:17]=3[CH:25]=2)[CH:5]=[CH:6][C:7]=1[Cl:8].[OH:26]O>>[Cl:1][C:2]1[CH:3]=[C:4]([S:9]([CH2:10][CH2:11][O:12][C:13]2[CH:14]=[CH:15][C:16]3[NH:21][C:20](=[O:22])[O:19][C:18]([CH3:23])([CH3:24])[C:17]=3[CH:25]=2)=[O:26])[CH:5]=[CH:6][C:7]=1[Cl:8]. Procedure details: Prepared analogously to Example 2 from 6-[2-(3,4-dichlorophenylmercapto)-ethoxy]-4,4-dimethyl-4H-3,1-benzoxazin-2-one and hydrogen peroxide. Reactants: CCOC=C(C(=O)OCC)C(=O)OCC, CCCCCCC, Nc1ccc(F)cc1. The product is CCOC(=O)C(=CNc1ccc(F)cc1)C(=O)OCC. Reaction SMILES: [CH2:9]([O:10][CH:12]=[C:13]([C:14](=[O:15])[O:16][CH2:17][CH3:18])[C:19](=[O:20])[O:21][CH2:22][CH3:23])[CH3:11].[CH3:24][CH2:25][CH2:26][CH2:27][CH2:28][CH2:29][CH3:30].[F:1][c:2]1[cH:3][cH:4][c:5]([NH2:8])[cH:6][cH:7]1>>[F:1][c:2]1[cH:3][cH:4][c:5]([NH:8][CH:12]=[C:13]([C:14](=[O:15])[O:16][CH2:17][CH3:18])[C:19](=[O:20])[O:21][CH2:22][CH3:23])[cH:6][cH:7]1. The reactants are CC1=[N+](C=C(C(=C1)[N+](=O)[O-])C)[O-] (2,5-dimethyl-4-nitropyridine 1-oxide), [Na] (sodium), C(C)O (ethanol), Cl (hydrogen chloride). Reported procedure: 13.5 g of sodium were dissolved in 2300 ml of ethanol under argon. 60 g of 2,5-dimethyl-4-nitropyridine 1-oxide were then added portionwise thereto and the solution was left to boil under reflux overnight. The pH was adjusted to 7 with 5N hydrogen chloride in ethyl acetate while cooling, whereupon the mixture was evaporated in vacuo. The residue was taken.up in 1 1 of methylene chloride, the solution was filtered through silica gel, which was rinsed with 500 ml of methylene chloride, and the com... Solvent: C(C)(=O)OCC (ethyl acetate). Reaction SMILES: [Na].[CH3:2][C:3]1[CH:8]=[C:7]([N+]([O-])=O)[C:6]([CH3:12])=[CH:5][N+:4]=1[O-:13].Cl.[CH2:15]([OH:17])[CH3:16]>C(OCC)(=O)C>[CH2:15]([O:17][C:7]1[C:6]([CH3:12])=[CH:5][N+:4]([O-:13])=[C:3]([CH3:2])[CH:8]=1)[CH3:16] |^1:0|. The product is C(C)OC1=CC(=[N+](C=C1C)[O-])C (4-ethoxy-2,5-dimethylpyridine 1-oxide).